From a dataset of the Open Reaction Database (ORD), a public repository of structured organic reaction records. describe an organic reaction: reactants, conditions, products, and yield Reactants: ClB(Cl)Cl, Nc1ncnc2c1c(-c1ccc(Oc3ccccc3)cc1)nn2C1CC(COCc2ccccc2)C1, CO, ClCCl, N. The product is Nc1ncnc2c1c(-c1ccc(Oc3ccccc3)cc1)nn2C1CC(CO)C1. Reaction SMILES: [B:37]([Cl:38])([Cl:39])[Cl:40].[CH2:1]([c:2]1[cH:3][cH:4][cH:5][cH:6][cH:7]1)[O:8][CH2:9][CH:10]1[CH2:11][CH:12]([n:14]2[n:15][c:16](-[c:24]3[cH:25][cH:26][c:27]([O:30][c:31]4[cH:32][cH:33][cH:34][cH:35][cH:36]4)[cH:28][cH:29]3)[c:17]3[c:18]2[n:19][cH:20][n:21][c:22]3[NH2:23])[CH2:13]1.[CH3:45][OH:46].[Cl:42][CH2:43][Cl:44].[NH3:41]>>[OH:8][CH2:9][CH:10]1[CH2:11][CH:12]([n:14]2[n:15][c:16](-[c:24]3[cH:25][cH:26][c:27]([O:30][c:31]4[cH:32][cH:33][cH:34][cH:35][cH:36]4)[cH:28][cH:29]3)[c:17]3[c:18]2[n:19][cH:20][n:21][c:22]3[NH2:23])[CH2:13]1. Starting materials: C(C)N(N)C(=O)OC(C)(C)C (tert-butyl 1-ethylhydrazinecarboxylate), OC=C1C(C2=CC=CC=C2OC12CCN(CC2)C(=O)OCC2=CC=CC=C2)=O (benzyl 3-(hydroxymethylene)-4-oxo-spiro[chromane-2,4′-piperidine]-1′-carboxylate), imine, C(=O)(C(F)(F)F)O (TFA), C(=O)(C(F)(F)F)O (TFA), NN (hydrazine). Run in ClC(C)Cl (dichloroethane), ClCCl (dichloromethane), C([O-])(O)=O.[Na+] (sodium bicarbonate). Product: C(C)N1N=CC2=C1C=1C=CC=CC1OC21CCN(CC1)C(=O)OCC1=CC=CC=C1 (benzyl 1-ethyl-1H-spiro[chromeno[4,3-c]pyrazole-4,4′-piperidine]-1′-carboxylate). The yield is 65.7%. As a reaction SMILES: [CH2:1]([N:3](C(OC(C)(C)C)=O)[NH2:4])[CH3:2].O[CH:13]=[C:14]1[C:23]2([CH2:28][CH2:27][N:26]([C:29]([O:31][CH2:32][C:33]3[CH:38]=[CH:37][CH:36]=[CH:35][CH:34]=3)=[O:30])[CH2:25][CH2:24]2)[O:22][C:21]2[C:16](=[CH:17][CH:18]=[CH:19][CH:20]=2)[C:15]1=O.C(O)(C(F)(F)F)=O.NN>ClC(Cl)C.ClCCl.C(=O)(O)[O-].[Na+]>[CH2:1]([N:3]1[C:15]2[C:16]3[CH:17]=[CH:18][CH:19]=[CH:20][C:21]=3[O:22][C:23]3([CH2:28][CH2:27][N:26]([C:29]([O:31][CH2:32][C:33]4[CH:38]=[CH:37][CH:36]=[CH:35][CH:34]=4)=[O:30])[CH2:25][CH2:24]3)[C:14]=2[CH:13]=[N:4]1)[CH3:2] |f:6.7|. Reported procedure: A mixture of tert-butyl 1-ethylhydrazinecarboxylate (320 mg, 2.0 mmol) and benzyl 3-(hydroxymethylene)-4-oxo-spiro[chromane-2,4′-piperidine]-1′-carboxylate (770 mg, 2.0 mmol) in dichloroethane (5 mL) was allowed to stir at 25° C. with TFA (78 μL, 1.0 mmol) for 2 h. Once LC/MS analysis showed complete imine formation, more TFA was added to deprotect the hydrazine and cyclize the product. The reaction was diluted with dichloromethane, and aqueous sodium bicarbonate was added with stirring. The lay...